Dataset: the Open Reaction Database (ORD), a public repository of structured organic reaction records. Task: describe an organic reaction: reactants, conditions, products, and yield The reactants are COC1=C(C(=CC(=C1)C)OC)CCCCCNC(=O)[C@@H](CCCCNC(=O)OCC1=CC=CC=C1)NC(=O)C=1N(C2=CC=CC=C2C1)CC(=O)OC (methyl (R)-{2-[N-{1-[(2,6-dimethoxy-4-methylphenyl)pentylcarbamoyl]-5-(benzyloxycarbonylamino)pentyl}carbamoyl]indol-1-yl}acetate). The reagents and catalysts are [Pd] (Pd/C). Solvent: CO (methanol). Conditions: time 18 hour. Product: CH2Cl2 CH3 OH AcOH, COC1=C(C(=CC(=C1)C)OC)CCCCCNC(=O)[C@@H](CCCCN)NC(=O)C=1N(C2=CC=CC=C2C1)CC(=O)OC (methyl (R)-{2-[N-{1-[(2,6-dimethoxy-4-methylphenyl)pentylcarbamoyl]-5-aminopentyl}carbamoyl]indol-1-yl}acetate). Yield: 85.0%. Reaction SMILES: [CH3:1][O:2][C:3]1[CH:8]=[C:7]([CH3:9])[CH:6]=[C:5]([O:10][CH3:11])[C:4]=1[CH2:12][CH2:13][CH2:14][CH2:15][CH2:16][NH:17][C:18]([C@H:20]([NH:36][C:37]([C:39]1[N:40]([CH2:48][C:49]([O:51][CH3:52])=[O:50])[C:41]2[C:46]([CH:47]=1)=[CH:45][CH:44]=[CH:43][CH:42]=2)=[O:38])[CH2:21][CH2:22][CH2:23][CH2:24][NH:25]C(OCC1C=CC=CC=1)=O)=[O:19]>CO.[Pd]>[CH3:11][O:10][C:5]1[CH:6]=[C:7]([CH3:9])[CH:8]=[C:3]([O:2][CH3:1])[C:4]=1[CH2:12][CH2:13][CH2:14][CH2:15][CH2:16][NH:17][C:18]([C@H:20]([NH:36][C:37]([C:39]1[N:40]([CH2:48][C:49]([O:51][CH3:52])=[O:50])[C:41]2[C:46]([CH:47]=1)=[CH:45][CH:44]=[CH:43][CH:42]=2)=[O:38])[CH2:21][CH2:22][CH2:23][CH2:24][NH2:25])=[O:19]. Procedure details: 5.6 g of methyl (R)-{2-[N-{1-[(2,6-dimethoxy-4-methylphenyl)pentylcarbamoyl]-5-(benzyloxycarbonylamino)pentyl}carbamoyl]indol-1-yl}acetate (EXAMPLE 66) are dissolved in 170 ml of methanol and 0.56 g of 10% Pd/C is added thereto. Hydrogenation is carried out under a pressure of 3 bar and the reaction mixture is left at 30° C., while maintaining this pressure, for 18 hours. After cooling, the catalyst is filtered over a bed of celite and evaporation is carried out to dryness. The residual oil is p... Reaction SMILES: [BrH:1].[C:22].[CH2:2]([c:3]1[cH:4][cH:5][cH:6][cH:7][cH:8]1)[N:9]1[CH2:10][c:11]2[cH:12][c:13]([OH:19])[c:14]([OH:18])[cH:15][c:16]2[CH2:17]1.[CH3:20][OH:21].[Pd:23]>>[BrH:1].[NH:9]1[CH2:10][c:11]2[cH:12][c:13]([OH:19])[c:14]([OH:18])[cH:15][c:16]2[CH2:17]1. Yields the product Br, Oc1cc2c(cc1O)CNC2. Reactants: Br, C, Oc1cc2c(cc1O)CN(Cc1ccccc1)C2, CO, [Pd]. Starting materials: CC(C)([O-])C.[K+] (Potassium tert-butoxide), FC1=C(C=CC=C1)CC#N (2-fluorophenylacetonitrile), C(C=C)OCCOS(=O)(=O)C1=CC=C(C=C1)C (toluene-4-sulfonic acid 2-allyloxyethyl ester), C1COCCOCCOCCOCCOCCO1 (18-crown-6), [Cl-].[NH4+] (ammonium chloride). Run in O1CCCC1 (tetrahydrofuran), C(C)(=O)OCC (ethyl acetate). Conditions: time 10 minute. Yields the product C(C=C)OCCC(C#N)C1=C(C=CC=C1)F (4-allyloxy-2-(2-fluorophenyl)butyronitrile). The yield is 67.2%. RXN SMILES: CC(C)([O-])C.[K+].[F:7][C:8]1[CH:13]=[CH:12][CH:11]=[CH:10][C:9]=1[CH2:14][C:15]#[N:16].[CH2:17]([O:20][CH2:21][CH2:22]OS(C1C=CC(C)=CC=1)(=O)=O)[CH:18]=[CH2:19].C1OCCOCCOCCOCCOCCOC1.[Cl-].[NH4+]>O1CCCC1.C(OCC)(=O)C>[CH2:17]([O:20][CH2:21][CH2:22][CH:14]([C:9]1[CH:10]=[CH:11][CH:12]=[CH:13][C:8]=1[F:7])[C:15]#[N:16])[CH:18]=[CH2:19] |f:0.1,5.6|. Procedure details: Potassium tert-butoxide (9.93 g) was added to a solution of 2-fluorophenylacetonitrile (10 g), toluene-4-sulfonic acid 2-allyloxyethyl ester (19 g) and 18-crown-6 (3.91 g) in tetrahydrofuran (400 mL) under ice-cooling. The reaction solution was stirred at the same temperature for 10 minutes. The reaction solution was warmed to room temperature and further stirred for four hours. Aqueous ammonium chloride and ethyl acetate were added to the reaction solution, and the organic layer was separated. ... Starting materials: C(C)(C)(C)OC(=O)NC(CC1=CC=C(C=C1)Cl)C(=O)N1CCN(CC1)CC1=CC=CC=C1 (1-(1-(t-butoxycarbonyl)amino-2-(4-chlorophenyl)ethyl)carbonyl-4-(benzyl)piperazine), C(Cl)Cl (CH2Cl2), FC(C(=O)O)(F)F (trifluoroacetic acid), resultant mixture, Cl (HCl). Run in CCOCC (ether), C(C)(=O)OCC (ethyl acetate). Run at time 18 hour. Product: NC(CC1=CC=C(C=C1)Cl)C(=O)N1CCN(CC1)CC1=CC=CC=C1 (1-(1-amino-2-(4-chlorophenyl)ethyl)carbonyl-4-(benzyl)piperazine). Yield: 114.3%. As a reaction SMILES: C(OC([NH:8][CH:9]([C:18]([N:20]1[CH2:25][CH2:24][N:23]([CH2:26][C:27]2[CH:32]=[CH:31][CH:30]=[CH:29][CH:28]=2)[CH2:22][CH2:21]1)=[O:19])[CH2:10][C:11]1[CH:16]=[CH:15][C:14]([Cl:17])=[CH:13][CH:12]=1)=O)(C)(C)C.C(Cl)Cl.FC(F)(F)C(O)=O.Cl>C(OCC)(=O)C.CCOCC>[NH2:8][CH:9]([C:18]([N:20]1[CH2:21][CH2:22][N:23]([CH2:26][C:27]2[CH:28]=[CH:29][CH:30]=[CH:31][CH:32]=2)[CH2:24][CH2:25]1)=[O:19])[CH2:10][C:11]1[CH:16]=[CH:15][C:14]([Cl:17])=[CH:13][CH:12]=1. Reported procedure: To a solution of 1-(1-(t-butoxycarbonyl)amino-2-(4-chlorophenyl)ethyl)carbonyl-4-(benzyl)piperazine (0.20 g, 0.44 mmol) in a solution of CH2Cl2 (3 mL) was added trifluoroacetic acid (3 mL). The resultant mixture was stirred at ambient temperature. After 18 hours, the mixture was concentrated in vacuo to afford a yellow oil. This was dissolved in ethyl acetate and washed with an aqueous NaHCO3 solution. The organic layer was separated, dried over MgSO4, filtered and concentrated in vacuo to affor... Reactants: CNS(=O)(=O)C (N-methylmethanesulfonamide), FC1=CC=C(C=C1)C1=NC(=NC(=C1C(=O)OC)C(C)C)OS(=O)(=O)C1=CC=C(C=C1)C (4-(4-fluorophenyl)-6-isopropyl-5-methoxycarbonyl-2-(p-toluenesulfonyloxy)pyrimidine), sodium t-pentoxide, C(C)#N (acetonitrile). Solvent: O (water). Run at temperature 81.5 celsius. Yields the product FC1=CC=C(C=C1)C1=NC(=NC(=C1C(=O)OC)C(C)C)N(S(=O)(=O)C)C (4-(4-fluorophenyl)-6-isopropyl-5-methoxycarbonyl-2-(N-methyl-N-methanesulfonylamino)pyrimidine). Yield: 74.8%. RXN SMILES: [CH3:1][NH:2][S:3]([CH3:6])(=[O:5])=[O:4].C(#N)C.[F:10][C:11]1[CH:16]=[CH:15][C:14]([C:17]2[C:22]([C:23]([O:25][CH3:26])=[O:24])=[C:21]([CH:27]([CH3:29])[CH3:28])[N:20]=[C:19](OS(C3C=CC(C)=CC=3)(=O)=O)[N:18]=2)=[CH:13][CH:12]=1>O>[F:10][C:11]1[CH:12]=[CH:13][C:14]([C:17]2[C:22]([C:23]([O:25][CH3:26])=[O:24])=[C:21]([CH:27]([CH3:29])[CH3:28])[N:20]=[C:19]([N:2]([CH3:1])[S:3]([CH3:6])(=[O:5])=[O:4])[N:18]=2)=[CH:15][CH:16]=1. Procedure details: In a 25 mL-volume glass flask equipped with a stirrer, a thermometer and a reflux condenser were placed 196 mg (1.8 mmol.) of N-methylmethanesulfonamide, 198 mg (1.8 mmol.) of sodium t-pentoxide, 7.5 mL of acetonitrile, and 667 mg (1.5 mmol.) of 4-(4-fluorophenyl)-6-isopropyl-5-methoxycarbonyl-2-(p-toluenesulfonyloxy)pyrimidine. The mixture was heated to 81-82° C. for 1.5 hours under refluxing, to carry out reaction. After the reaction was complete, the reaction mixture was cooled to room temper... Starting materials: COC1CCC(CC1)=O (4-methoxycyclohexanone), [Li+].C[Si](C)(C)[N-][Si](C)(C)C (LiHMDS), BrC=1C=CC(=C(C1)C(C#N)O[Si](C)(C)C)F (2-(5-Bromo-2-fluorophenyl)-2-((trimethylsilyl)oxy)acetonitrile), BrC=1C=CC(=C(C1)C(C#N)O[Si](C)(C)C)F (2-(5-Bromo-2-fluorophenyl)-2-((trimethylsilyl)oxy)acetonitrile), Cl (HCl). Solvent: C1CCOC1 (THF), C(C)#N (acetonitrile). Reaction conditions: time 1.5 hour. Yields the product BrC=1C=CC(=C(C1)C(=O)C1(CCC(CC1)OC)O)F ((5-Bromo-2-fluorophenyl)(1-hydroxy-4-methoxycyclohexyl)methanone). Yield: 18.6%. Reaction SMILES: [Li+].C[Si]([N-][Si](C)(C)C)(C)C.[Br:11][C:12]1[CH:13]=[CH:14][C:15]([F:26])=[C:16]([CH:18]([O:21][Si](C)(C)C)C#N)[CH:17]=1.[CH3:27][O:28][CH:29]1[CH2:34][CH2:33][C:32](=[O:35])[CH2:31][CH2:30]1.Cl>C(#N)C.C1COCC1>[Br:11][C:12]1[CH:13]=[CH:14][C:15]([F:26])=[C:16]([C:18]([C:32]2([OH:35])[CH2:33][CH2:34][CH:29]([O:28][CH3:27])[CH2:30][CH2:31]2)=[O:21])[CH:17]=1 |f:0.1|. Procedure details: LiHMDS (1.0 M, 165 mL, 165 mmol) was added dropwise to a solution of 2-(5-bromo-2-fluorophenyl)-2-((trimethylsilyl)oxy)acetonitrile (Intermediate 12 Step 1, 45.80 g, 150 mmol) in acetonitrile (250 mL) at −78° C. The reaction mixture was stirred for 1.5 h and a solution of 4-methoxycyclohexanone (Lee, C. K.; Lee, I.-S. H.; Noland, W. E. Heterocycles, 2007, 71, 419-428) (20.3 g, 150 mmol) in THF (30 mL) was added slowly and the stirring at −78° C. was continued for 3 h. 1M HCl aq. (300 mL) was add...